From a dataset of the Open Reaction Database (ORD), a public repository of structured organic reaction records. describe an organic reaction: reactants, conditions, products, and yield Starting materials: [BH4-], CCO, COc1ccc(C=O)cc1CNC(=O)OC(C)(C)C, [Na+], C1CCOC1, O. Yields the product COc1ccc(CO)cc1CNC(=O)OC(C)(C)C. As a reaction SMILES: [BH4-:20].[CH3:23][CH2:24][OH:25].[CH:1](=[O:2])[c:3]1[cH:4][cH:5][c:6]([O:18][CH3:19])[c:7]([CH2:8][NH:9][C:10]([O:11][C:12]([CH3:13])([CH3:14])[CH3:15])=[O:16])[cH:17]1.[Na+:21].[O:26]1[CH2:27][CH2:28][CH2:29][CH2:30]1.[OH2:22]>>[CH2:1]([OH:2])[c:3]1[cH:4][cH:5][c:6]([O:18][CH3:19])[c:7]([CH2:8][NH:9][C:10]([O:11][C:12]([CH3:13])([CH3:14])[CH3:15])=[O:16])[cH:17]1.